This data is from the Open Reaction Database (ORD), a public repository of structured organic reaction records. The task is: describe an organic reaction: reactants, conditions, products, and yield The yield is 46.0%. The product is ClC1=C2C(=NC=C1C(=O)N)N(N=C2)CC (4-chloro-1-ethyl-1H-pyrazolo[3,4-b]-pyridine-5-carboxamide). Conditions: time 3 day. The reactants are ClC1=C2C(=NC=C1C#N)N(N=C2)CC (4-chloro-1-ethyl-1H-pyrazolo[3,4-b]-pyridine-5-carbonitrile), ice water, S(O)(O)(=O)=O (sulfuric acid), ice water. Reported procedure: 4.25 g. of 4-chloro-1-ethyl-1H-pyrazolo[3,4-b]-pyridine-5-carbonitrile (0.02 mol.) are added to 21 ml. of concentrated sulfuric acid. The mixture is stirred at room temperature for 3 days. Then 200 ml. of ice-water are introduced, while cooling with ice-water, and the mixture is allowed to stand overnight in a refrigerator. 2.04 g. (46%) of pure 4-chloro-1-ethyl-1H-pyrazolo[3,4-b]-pyridine-5-carboxamide are obtained, m.p. 192°-193°. As a reaction SMILES: [Cl:1][C:2]1[C:7]([C:8]#[N:9])=[CH:6][N:5]=[C:4]2[N:10]([CH2:13][CH3:14])[N:11]=[CH:12][C:3]=12.S(=O)(=O)(O)[OH:16]>>[Cl:1][C:2]1[C:7]([C:8]([NH2:9])=[O:16])=[CH:6][N:5]=[C:4]2[N:10]([CH2:13][CH3:14])[N:11]=[CH:12][C:3]=12. The reactants are Cl, COc1cc(N)c(C(=O)c2ccccc2)cc1OC, CCOC(=O)CN, c1ccncc1. Yields the product CCOc1cc(C(=O)c2ccccc2)c(N)cc1OC. Reaction SMILES: [ClH:20].[NH2:1][c:2]1[c:3]([C:12](=[O:13])[c:14]2[cH:15][cH:16][cH:17][cH:18][cH:19]2)[cH:4][c:5]([O:10][CH3:11])[c:6]([O:8][CH3:9])[cH:7]1.[NH2:21][CH2:22][C:23]([O:24][CH2:25][CH3:26])=[O:27].[cH:28]1[cH:29][cH:30][n:31][cH:32][cH:33]1>>[NH2:1][c:2]1[c:3]([C:12](=[O:13])[c:14]2[cH:15][cH:16][cH:17][cH:18][cH:19]2)[cH:4][c:5]([O:10][CH2:11][CH3:22])[c:6]([O:8][CH3:9])[cH:7]1.